From a dataset of the Open Reaction Database (ORD), a public repository of structured organic reaction records. describe an organic reaction: reactants, conditions, products, and yield The reactants are P(=O)([O-])([O-])[O-].[Na+].[Na+].[Na+] (sodium phosphate), [Na+].[Cl-] (NaCl), C1=CC2=C(C=C1N=C=S)C(=O)OC23C4=C(C=C(C=C4)O)OC5=C3C=CC(=C5)O (FITC). The solvent is CS(=O)C (DMSO). Yields the product C=1C=CC(=C(C1)C2=C3C=CC(=O)C=C3OC4=C2C=CC(=C4)O)C(=O)O (Fluorescein). Reaction SMILES: P([O-])([O-])([O-])=O.[Na+].[Na+].[Na+].[Na+].[Cl-].[CH:11]1[C:16](N=C=S)=[CH:15][C:14]2[C:20]([O:22][C:23]3([C:33]4[CH:34]=[CH:35][C:36]([OH:38])=[CH:37][C:32]=4[O:31][C:25]4[CH:26]=[C:27]([OH:30])[CH:28]=[CH:29][C:24]3=4)[C:13]=2[CH:12]=1)=[O:21]>CS(C)=O>[CH:11]1[CH:16]=[CH:15][C:14]([C:20]([OH:22])=[O:21])=[C:13]([C:23]2[C:24]3[CH:29]=[CH:28][C:27]([OH:30])=[CH:26][C:25]=3[O:31][C:32]3[C:33]=2[CH:34]=[CH:35][C:36]([CH:37]=3)=[O:38])[CH:12]=1 |f:0.1.2.3,4.5|. Reported procedure: Recombinant purified proteins were labelled with fluorescein-isothiocyanate (FITC, Molecular Probes F143). Reaction was carried out by adding proteins to 10 mM sodium phosphate, 50 mM NaCl buffer pH 7 at a final protein concentration of 1 mg/ml. Labelling reaction was started by adding FITC dissolved in DMSO at a concentration of 20 mg/ml to reach 20:1 molar ratio with respect to the protein concentration. The mixture was left to react at room temperature for an hour. Labelled protein was separa...